Task: describe an organic reaction: reactants, conditions, products, and yield. Dataset: the Open Reaction Database (ORD), a public repository of structured organic reaction records Starting materials: Cuprous chloride, ClC1=C(C(=CC=C1)F)C1=NN(C(=N1)C=1SC(=C(C1C)Br)Br)C (3-(2-chloro-6-fluorophenyl)-5-(3-methyl-4,5-dibromothien-2-yl) 1-methyl [1,2,4] triazole), Cl (HCl). The solvent is CN(C)C=O (DMF). Run at temperature 120 celsius. Product: ClC1=C(C(=CC=C1)F)C1=NN(C(=N1)C=1SC=C(C1C)Cl)C (3-(2-chloro-6-fluorophenyl)-5-(3-methyl-4-chlorothien-2-yl) 1-methyl [1,2,4] triazole). Isolated yield 55.0%. RXN SMILES: [Cl:1][C:2]1[CH:7]=[CH:6][CH:5]=[C:4]([F:8])[C:3]=1[C:9]1[N:13]=[C:12]([C:14]2[S:15][C:16](Br)=[C:17](Br)[C:18]=2[CH3:19])[N:11]([CH3:22])[N:10]=1.[ClH:23]>CN(C=O)C>[Cl:1][C:2]1[CH:7]=[CH:6][CH:5]=[C:4]([F:8])[C:3]=1[C:9]1[N:13]=[C:12]([C:14]2[S:15][CH:16]=[C:17]([Cl:23])[C:18]=2[CH3:19])[N:11]([CH3:22])[N:10]=1. Procedure: Cuprous chloride (2.9 g) was added to a solution of 3-(2-chloro-6-fluorophenyl)-5-(3-methyl-4,5-dibromothien-2-yl) 1-methyl [1,2,4] triazole in DMF and heated at 120° C. for 12 h under a nitrogen atmosphere. After cooling, HCl (1N) was added and extracted with ether (3×100 mL), washed with brine, dried (Na2SO4), filtered and concentrated to give 1.35 g of crude solid. This was chromatographed on silica gel (Hexane/EtOAc, 3:1, 2:1, 1:1) gave 3-(2-chloro-6-fluorophenyl)-5-(3-methyl-4-chlorothien-2... Starting materials: COC(=O)C1=NN(C2=CC(=CC=C12)C1=C(C=C(C=C1)OCC=1N(N=NC1C1CC1)C1=C(C=CC=C1Cl)Cl)C)C(C)C (6-{4-[5-cyclopropyl-3-(2,6-dichloro-phenyl)-3H-[1,2,3]triazol-4-ylmethoxy]-2-methyl-phenyl}-1-isopropyl-1H-indazole-3-carboxylic acid methyl ester), C1CCOC1 (THF), Cl (HCl), [Li+].[OH-] (LiOH). Solvent: O (water), CO (methanol). Reaction conditions: time 18 hour. Yields the product C1(CC1)C1=C(N(N=N1)C1=C(C=CC=C1Cl)Cl)COC1=CC(=C(C=C1)C1=CC=C2C(=NN(C2=C1)C(C)C)C(=O)O)C (6-{4-[5-Cyclopropyl-3-(2,6-dichloro-phenyl)-3H-[1,2,3]triazol-4-ylmethoxy]-2-methyl-phenyl}-1-isopropyl-1H-indazole-3-carboxylic acid). Isolated yield 69.4%. As a reaction SMILES: C[O:2][C:3]([C:5]1[C:13]2[C:8](=[CH:9][C:10]([C:14]3[CH:19]=[CH:18][C:17]([O:20][CH2:21][C:22]4[N:23]([C:30]5[C:35]([Cl:36])=[CH:34][CH:33]=[CH:32][C:31]=5[Cl:37])[N:24]=[N:25][C:26]=4[CH:27]4[CH2:29][CH2:28]4)=[CH:16][C:15]=3[CH3:38])=[CH:11][CH:12]=2)[N:7]([CH:39]([CH3:41])[CH3:40])[N:6]=1)=[O:4].C1COCC1.[Li+].[OH-].Cl>O.CO>[CH:27]1([C:26]2[N:25]=[N:24][N:23]([C:30]3[C:31]([Cl:37])=[CH:32][CH:33]=[CH:34][C:35]=3[Cl:36])[C:22]=2[CH2:21][O:20][C:17]2[CH:18]=[CH:19][C:14]([C:10]3[CH:9]=[C:8]4[C:13]([C:5]([C:3]([OH:4])=[O:2])=[N:6][N:7]4[CH:39]([CH3:41])[CH3:40])=[CH:12][CH:11]=3)=[C:15]([CH3:38])[CH:16]=2)[CH2:28][CH2:29]1 |f:2.3|. Procedure: To a solution of 6-{4-[5-cyclopropyl-3-(2,6-dichloro-phenyl)-3H-[1,2,3]triazol-4-ylmethoxy]-2-methyl-phenyl}-1-isopropyl-1H-indazole-3-carboxylic acid methyl ester (0.18 g, 0.30 mmol) in a 1:1:1 mixture of THF, methanol, water (6.0 mL) is added LiOH (0.13 g, 3.0 mmol). The reaction is stirred for 18 h at room temperature. The reaction is adjusted to pH 3 with 1N HCl and extracted with EtOAc to yield the title compound (0.12 g, 70%). LC-ES/MS m/e 576.0 (M+1).